Dataset: the Open Reaction Database (ORD), a public repository of structured organic reaction records. Task: describe an organic reaction: reactants, conditions, products, and yield The reactants are C1(CC1)C1=NC=C(C=C1OC(F)F)B1OC(C(O1)(C)C)(C)C (2-cyclopropyl-3-difluoromethoxy-5-(4,4,5,5-tetramethyl-1,3,2-dioxaborolan-2-yl)pyridine), OO (Hydrogen peroxide). Run in CO (Methanol). Reaction conditions: temperature 0 celsius. Yields the product C1(CC1)C1=C(C=C(C=N1)O)OC(F)F (6-Cyclopropyl-5-(difluoromethoxy)pyridin-3-ol). The yield is 58.0%. RXN SMILES: [CH:1]1([C:4]2[C:9]([O:10][CH:11]([F:13])[F:12])=[CH:8][C:7](B3OC(C)(C)C(C)(C)O3)=[CH:6][N:5]=2)[CH2:3][CH2:2]1.[OH:23]O>CO>[CH:1]1([C:4]2[N:5]=[CH:6][C:7]([OH:23])=[CH:8][C:9]=2[O:10][CH:11]([F:13])[F:12])[CH2:3][CH2:2]1. Reported procedure: Methanol (5 mL) was added to the crude 2-cyclopropyl-3-difluoromethoxy-5-(4,4,5,5-tetramethyl-1,3,2-dioxaborolan-2-yl)pyridine (Preparation 103, 450 mg, 1.5 mmol) and the resulting solution cooled to 0° C. with stirring. Hydrogen peroxide solution (35% in water, 0.70 mL) was added over 20 minutes. The reaction mixture was then allowed to warm to room temperature and stirred for 5 hours. The reaction was quenched by addition of 1M aqueous sodium thiosulfate solution (10 mL), and rapidly stirred f... Reactants: CC#N, COc1cc2nc(Cl)ncc2cc1OC1CCCC1, NC1CCC(O)CC1. Yields the product COc1cc2nc(NC3CCC(O)CC3)ncc2cc1OC1CCCC1. RXN SMILES: [CH3:28][C:29]#[N:30].[Cl:1][c:2]1[n:3][c:4]2[cH:5][c:6]([O:18][CH3:19])[c:7]([O:12][CH:13]3[CH2:14][CH2:15][CH2:16][CH2:17]3)[cH:8][c:9]2[cH:10][n:11]1.[NH2:20][CH:21]1[CH2:22][CH2:23][CH:24]([OH:27])[CH2:25][CH2:26]1>>[c:2]1([NH:20][CH:21]2[CH2:22][CH2:23][CH:24]([OH:27])[CH2:25][CH2:26]2)[n:3][c:4]2[cH:5][c:6]([O:18][CH3:19])[c:7]([O:12][CH:13]3[CH2:14][CH2:15][CH2:16][CH2:17]3)[cH:8][c:9]2[cH:10][n:11]1. Reactants: Cl, Cl, CN(C)Cc1ccc(OC2CNC2)c(F)c1F, CCOC(=O)c1nnc(-c2ccccc2)o1. The product is CN(C)Cc1ccc(OC2CN(C(=O)c3nnc(-c4ccccc4)o3)C2)c(F)c1F. RXN SMILES: [ClH:1].[ClH:2].[NH:3]1[CH2:4][CH:5]([O:7][c:8]2[c:9]([F:19])[c:10]([F:18])[c:11]([CH2:14][N:15]([CH3:16])[CH3:17])[cH:12][cH:13]2)[CH2:6]1.[c:20]1(-[c:26]2[n:27][n:28][c:29]([C:31](=[O:32])[O:33][CH2:34][CH3:35])[o:30]2)[cH:21][cH:22][cH:23][cH:24][cH:25]1>>[N:3]1([C:31]([c:29]2[n:28][n:27][c:26](-[c:20]3[cH:21][cH:22][cH:23][cH:24][cH:25]3)[o:30]2)=[O:32])[CH2:4][CH:5]([O:7][c:8]2[c:9]([F:19])[c:10]([F:18])[c:11]([CH2:14][N:15]([CH3:16])[CH3:17])[cH:12][cH:13]2)[CH2:6]1. The reactants are O=C1CCC=2NC(=CC21)C(=O)OC (methyl 4-oxo-1,4,5,6-tetrahydrocyclopenta[b]pyrrole-2-carboxylate), BrC=1C=C(C=CC1)[Mg]Br ((3-bromophenyl)magnesium bromide). Product: BrC=1C=C(C=CC1)C1CCC=2NC(=CC21)C(=O)OC (methyl 4-(3-bromophenyl)-1,4,5,6-tetrahydrocyclopenta[b]pyrrole-2-carboxylate), olefin. As a reaction SMILES: O=[C:2]1[C:9]2[CH:8]=[C:7]([C:10]([O:12][CH3:13])=[O:11])[NH:6][C:5]=2[CH2:4][CH2:3]1.[Br:14][C:15]1[CH:16]=[C:17]([Mg]Br)[CH:18]=[CH:19][CH:20]=1>>[Br:14][C:15]1[CH:20]=[C:19]([CH:2]2[C:9]3[CH:8]=[C:7]([C:10]([O:12][CH3:13])=[O:11])[NH:6][C:5]=3[CH2:4][CH2:3]2)[CH:18]=[CH:17][CH:16]=1. Procedure details: The title compound was synthesized in two steps. First, methyl 4-oxo-1,4,5,6-tetrahydrocyclopenta[b]pyrrole-2-carboxylate (0.502 g, 2.80 mmol) and (3-bromophenyl)magnesium bromide (synthesized in situ) were reacted according to General Procedure 3 to give the endo olefin-containing compound methyl 4-(3-bromophenyl)-1,6-dihydrocyclopenta[b]pyrrole-2-carboxylate. (Note: (3-Bromophenyl)magnesium bromide was synthesized as follows: Activated magnesium (0.306 g, 12.6 mmol) was placed in a flask and a... Starting materials: Nc1c(Br)cccc1Br, O=C(Cl)c1ccccc1, CC(C)=O, [NH4+], N#C[S-]. Yields the product NC(=S)Nc1c(Br)cccc1Br. As a reaction SMILES: [Br:14][c:15]1[c:16]([NH2:17])[c:18]([Br:22])[cH:19][cH:20][cH:21]1.[C:1]([Cl:2])(=[O:3])[c:4]1[cH:5][cH:6][cH:7][cH:8][cH:9]1.[CH3:23][C:24](=[O:25])[CH3:26].[NH4+:13].[S-:10][C:11]#[N:12]>>[S:10]=[C:11]([NH2:12])[NH:17][c:16]1[c:15]([Br:14])[cH:21][cH:20][cH:19][c:18]1[Br:22]. Reactants: FC(C(C(=O)O)(C)C)(F)F (3,3,3-trifluoro-2,2-dimethylpropanoic acid), C(C(=O)Cl)(=O)Cl (Oxalyl chloride), Cl.CNOC (N,O-dimethylhydroxylamine hydrochloride), C(C)(C)N(C(C)C)CC (N,N-diisopropylethylamine), acid chloride. The reagents and catalysts are CN(C)C=O (DMF). Run in C(Cl)Cl (methylene chloride), CCOCC (ether), C(Cl)Cl (methylene chloride). Conditions: temperature 0 celsius, time 2 minute. Yields the product FC(C(C(=O)N(C)OC)(C)C)(F)F (3,3,3-Trifluoro-N-methoxy-N,2,2-trimethylpropanamide). RXN SMILES: [F:1][C:2]([F:10])([F:9])[C:3]([CH3:8])([CH3:7])[C:4](O)=[O:5].C(Cl)(=O)C(Cl)=O.Cl.[CH3:18][NH:19][O:20][CH3:21].C(N(CC)C(C)C)(C)C>CN(C=O)C.C(Cl)Cl.CCOCC>[F:1][C:2]([F:10])([F:9])[C:3]([CH3:8])([CH3:7])[C:4]([N:19]([O:20][CH3:21])[CH3:18])=[O:5] |f:2.3|. Procedure details: A 100 mL flask was charged with 3,3,3-trifluoro-2,2-dimethylpropanoic acid (1.00 g, 6.41 mmol), methylene chloride (25 mL) and DMF (1 drop). The system was purged with nitrogen and cooled to 0° C. Oxalyl chloride (0.650 mL, 7.69 mmol) was added dropwise over about 1 minute and the reaction was stirred at 0° C. for 2 min, then allowed to warm to room temperature. After 4 hours, a solution of N,O-dimethylhydroxylamine hydrochloride (0.937 g, 9.61 mmol) and N,N-diisopropylethylamine (3.35 mL, 19.2 ... Starting materials: [N+](=O)([O-])C1=C2C=CN=C(C2=CC=C1)NC1=CC(=CC=C1)C(F)(F)F (5-nitro-N-(3-(trifluoromethyl)phenyl)isoquinolin-1-amine), CCO.O (EtOH H2O), [NH4+].[Cl-] (NH4Cl). Reagents/catalysts: [Fe] (iron). Product: FC(C=1C=C(C=CC1)NC=1C=2C=CN=C(C2C=CC1)N)(F)F (N′-(3-(trifluoromethyl)phenyl)isoquinoline-1,5-diamine). As a reaction SMILES: [N+:1]([C:4]1C=[CH:12][CH:11]=[C:10]2[C:5]=1[CH:6]=CN=[C:9]2[NH:14][C:15]1[CH:20]=[CH:19][CH:18]=[C:17]([C:21]([F:24])([F:23])[F:22])[CH:16]=1)([O-])=O.[NH4+:25].[Cl-].[CH3:27][CH2:28]O.O>[Fe]>[F:22][C:21]([F:24])([F:23])[C:17]1[CH:16]=[C:15]([NH:14][C:9]2[C:10]3[CH:11]=[CH:12][N:25]=[C:4]([NH2:1])[C:5]=3[CH:6]=[CH:27][CH:28]=2)[CH:20]=[CH:19][CH:18]=1 |f:1.2,3.4|. Reported procedure: To a solution of 5-nitro-N-(3-(trifluoromethyl)phenyl)isoquinolin-1-amine (1.0 g, 3.0 mmol) in a mixture of EtOH:H2O (8:2, 10 mL) were added iron powder (1.26 g, 4.8 mmol), and NH4Cl (1.6 g, 30.0 mmol). The reaction mass was heated at reflux for 2 h and filtered. The filtrate was concentrated and the residue was purified by column chromatography to afford 0.800 g of the title product. 1H NMR (300 MHz, DMSO-d6): δ 9.18 (s, 1H), 8.35 (s, 1H), 8.20 (d, J=7.8 Hz, 1H), 7.93 (d, J=8.7 Hz, 1H), 7.65 (d... Starting materials: CC1=CC=C(C=C1)S(=O)(=O)OCC12COC(CC1)(CC2)C2=C(N=C(S2)C)C2=CC=CC=C2 ((1-(2-Methyl-4-phenylthiazol-5-yl)-2-oxabicyclo[2.2.2]octan-4-yl)methyl 4-methylbenzenesulfonate), [Na+].[I-] (NaI). The solvent is CC(=O)C (acetone), C(Cl)Cl (DCM). Reaction conditions: temperature 85 celsius, time 18 hour. The product is ICC12COC(CC1)(CC2)C2=C(N=C(S2)C)C2=CC=CC=C2 (5-(4-(Iodomethyl)-2-oxabicyclo[2.2.2]octan-1-yl)-2-methyl-4-phenylthiazole). Isolated yield 88.4%. As a reaction SMILES: CC1C=CC(S(O[CH2:12][C:13]23[CH2:20][CH2:19][C:16]([C:21]4[S:25][C:24]([CH3:26])=[N:23][C:22]=4[C:27]4[CH:32]=[CH:31][CH:30]=[CH:29][CH:28]=4)([CH2:17][CH2:18]2)[O:15][CH2:14]3)(=O)=O)=CC=1.[Na+].[I-:34]>CC(C)=O.C(Cl)Cl>[I:34][CH2:12][C:13]12[CH2:20][CH2:19][C:16]([C:21]3[S:25][C:24]([CH3:26])=[N:23][C:22]=3[C:27]3[CH:32]=[CH:31][CH:30]=[CH:29][CH:28]=3)([CH2:17][CH2:18]1)[O:15][CH2:14]2 |f:1.2|. Procedure details: A mixture of (1-(2-Methyl-4-phenylthiazol-5-yl)-2-oxabicyclo[2.2.2]octan-4-yl)methyl 4-methylbenzenesulfonate (125 mg, 0.266 mmol) and NaI (120 mg, 0.799 mmol) in acetone (5 mL) was stirred in a seal tube at 85° C. for 18 h. The reaction was cooled to rt, diluted with DCM (5 mL), and filtered. The filtrate was concentrated in vacuo and the residue was purified by flash chromatography on SiO2 (0-30% EtOAc:hexanes) to afford the title compound (100 mg, 88% yield) as a light yellow oil. 1H NMR (500...